This data is from the Open Reaction Database (ORD), a public repository of structured organic reaction records. The task is: describe an organic reaction: reactants, conditions, products, and yield The reactants are CC1=C(C(=CC=C1)C)B(O)O (2,6-dimethylphenylboronic acid), C(C)N1CCN(CC1)C=1C=C(N)C=CC1 (3-(4-ethylpiperazin-1-yl)-aniline), CC1=C(C(=CC=C1)C)C1=CC=C(C=2N=CC=NC12)C(=O)O (8-(2,6-dimethyl-phenyl)-quinoxaline-5-carboxylic acid). Reagents/catalysts: C=1C=CC(=CC1)[P](C=2C=CC=CC2)(C=3C=CC=CC3)[Pd]([P](C=4C=CC=CC4)(C=5C=CC=CC5)C=6C=CC=CC6)([P](C=7C=CC=CC7)(C=8C=CC=CC8)C=9C=CC=CC9)[P](C=1C=CC=CC1)(C=1C=CC=CC1)C=1C=CC=CC1 (Pd(PPh3)4). Yields the product carboxylic acid, C(C)N1CCN(CC1)C=1C=C(C=CC1)NC(=O)C=1C=2N=CC=NC2C(=CC1)C1=C(C=CC=C1C)C (8-(2,6-Dimethyl-phenyl)-quinoxaline-5-carboxylic acid [3-(4-ethyl-piperazin-1-yl)-phenyl]-amide). As a reaction SMILES: [CH2:1]([N:3]1[CH2:8][CH2:7][N:6]([C:9]2[CH:10]=[C:11]([CH:13]=[CH:14][CH:15]=2)[NH2:12])[CH2:5][CH2:4]1)[CH3:2].[CH3:16][C:17]1[CH:22]=[CH:21][CH:20]=[C:19]([CH3:23])[C:18]=1[C:24]1[C:33]2[N:32]=[CH:31][CH:30]=[N:29][C:28]=2[C:27]([C:34](O)=[O:35])=[CH:26][CH:25]=1.CC1C=CC=C(C)C=1B(O)O>C1C=CC([P]([Pd]([P](C2C=CC=CC=2)(C2C=CC=CC=2)C2C=CC=CC=2)([P](C2C=CC=CC=2)(C2C=CC=CC=2)C2C=CC=CC=2)[P](C2C=CC=CC=2)(C2C=CC=CC=2)C2C=CC=CC=2)(C2C=CC=CC=2)C2C=CC=CC=2)=CC=1>[CH2:1]([N:3]1[CH2:4][CH2:5][N:6]([C:9]2[CH:10]=[C:11]([NH:12][C:34]([C:27]3[C:28]4[N:29]=[CH:30][CH:31]=[N:32][C:33]=4[C:24]([C:18]4[C:19]([CH3:23])=[CH:20][CH:21]=[CH:22][C:17]=4[CH3:16])=[CH:25][CH:26]=3)=[O:35])[CH:13]=[CH:14][CH:15]=2)[CH2:7][CH2:8]1)[CH3:2] |^1:51,53,72,91|. Procedure details: The title compound was prepared in analogy to the procedure described in Step 14.1 but using 3-(4-ethylpiperazin-1-yl)-aniline (Step 2.1) and 8-(2,6-dimethyl-phenyl)-quinoxaline-5-carboxylic acid. The carboxylic acid was synthesized as described in Steps 1.2-1.7 but using 2,6-dimethylphenylboronic acid and Pd(PPh3)4 in Step 1.4. Title compound: ESI-MS: 466.2 [M+H]+; tR=3.74 min (System 3). Reactants: CSc1cn(C)c2ccsc2c1=O, ClCCl, O=C(OO)c1cccc(Cl)c1. The product is Cn1cc(S(C)=O)c(=O)c2sccc21. As a reaction SMILES: [CH3:12][n:13]1[c:14]2[c:15]([c:16](=[O:21])[c:17]([S:19][CH3:20])[cH:18]1)[s:22][cH:23][cH:24]2.[Cl:25][CH2:26][Cl:27].[OH:1][O:2][C:3]([c:4]1[cH:5][c:6]([Cl:7])[cH:8][cH:9][cH:10]1)=[O:11]>>[O:1]=[S:19]([c:17]1[c:16](=[O:21])[c:15]2[c:14]([n:13]([CH3:12])[cH:18]1)[cH:24][cH:23][s:22]2)[CH3:20].